Dataset: the Open Reaction Database (ORD), a public repository of structured organic reaction records. Task: describe an organic reaction: reactants, conditions, products, and yield The reactants are COC(=O)C1CNC2Cc3c[nH]c4cccc(c34)C2C1, O=C(O)C1CC1, [Cl-], O, c1ccncc1. The product is COC(=O)C1CC2c3cccc4[nH]cc(c34)CC2N(C(=O)C2CC2)C1. As a reaction SMILES: [CH3:8][O:9][C:10](=[O:11])[CH:12]1[CH2:13][NH:14][CH:15]2[CH2:16][c:17]3[cH:18][nH:19][c:20]4[cH:21][cH:22][cH:23][c:24]([c:27]34)[CH:25]2[CH2:26]1.[CH:2]1([C:5](=[O:6])[OH:7])[CH2:3][CH2:4]1.[Cl-:1].[OH2:28].[cH:29]1[cH:30][cH:31][n:32][cH:33][cH:34]1>>[CH:2]1([C:5](=[O:7])[N:14]2[CH2:13][CH:12]([C:10]([O:9][CH3:8])=[O:11])[CH2:26][CH:25]3[CH:15]2[CH2:16][c:17]2[cH:18][nH:19][c:20]4[cH:21][cH:22][cH:23][c:24]3[c:27]24)[CH2:3][CH2:4]1. Starting materials: C(C1=CC=CC=C1)(C1=CC=CC=C1)OCCC=1CCNCC1 (4-(2-(benzhydryloxy)ethyl)-1,2,3,6-tetrahydropyridine), C(C)(=O)OC(C)=O (acetic anhydride), C1[C@H](O1)C2=CC=CC=C2 (R-styrene oxide), C(C)O (ethanol). The solvent is N1=CC=CC=C1 (pyridine). Product: C(C)(=O)O[C@@H](CN1CC=C(CC1)CCOC(C1=CC=CC=C1)C1=CC=CC=C1)C1=CC=CC=C1 ((R)-2-(4-(2-(benzhydryloxy)ethyl)-5,6-dihydropyridin-1(2H)-yl)-1-phenylethyl acetate). Reaction SMILES: [CH:1]([O:14][CH2:15][CH2:16][C:17]1[CH2:18][CH2:19][NH:20][CH2:21][CH:22]=1)([C:8]1[CH:13]=[CH:12][CH:11]=[CH:10][CH:9]=1)[C:2]1[CH:7]=[CH:6][CH:5]=[CH:4][CH:3]=1.[CH2:23]1[O:25][C@@H:24]1[C:26]1[CH:31]=[CH:30][CH:29]=[CH:28][CH:27]=1.[CH2:32]([OH:34])[CH3:33].C(OC(=O)C)(=O)C>N1C=CC=CC=1>[C:32]([O:25][C@H:24]([C:26]1[CH:31]=[CH:30][CH:29]=[CH:28][CH:27]=1)[CH2:23][N:20]1[CH2:19][CH2:18][C:17]([CH2:16][CH2:15][O:14][CH:1]([C:8]2[CH:13]=[CH:12][CH:11]=[CH:10][CH:9]=2)[C:2]2[CH:3]=[CH:4][CH:5]=[CH:6][CH:7]=2)=[CH:22][CH2:21]1)(=[O:34])[CH3:33]. Procedure: With reference to FIG. 8, 4-(2-(benzhydryloxy)ethyl)-1,2,3,6-tetrahydropyridine 5 (0.5 g, 1.704 mmol), R-styrene oxide 6a (0.205 g, 1.704 mmol), ethanol (20 ml). Yield (after purification)=0.7 g. For acetylation, the mixture of regioisomers (0.7 g, 1.693 mmol), pyridine (10 ml) and acetic anhydride (0.208 ml, 2.2 mmol, 1.3 equiv). Yield (after purification)=0.26 g. 1H-NMR (CDCl3; 400 MHz): 2.03-2.07 (brs, 5H, H-3, COCH3), 2.31-2.34 (t, 2H, J=6.4 Hz, OCH2CH2), 2.54-2.71 (m, 3H, H-2, NCHHCHOAc), 2... The reactants are O1C(=CC2=C1C=CC=C2)C#C[Si](C)(C)C ((1-benzofuran-2-ylethynyl)(trimethyl)silane), C([O-])([O-])=O.[K+].[K+] (potassium carbonate), O (water). The solvent is CO (methanol). The product is C(#C)C=1OC2=C(C1)C=CC=C2 (2-ethynyl-1-benzofuran). As a reaction SMILES: [O:1]1[C:5]2[CH:6]=[CH:7][CH:8]=[CH:9][C:4]=2[CH:3]=[C:2]1[C:10]#[C:11][Si](C)(C)C.C(=O)([O-])[O-].[K+].[K+].O>CO>[C:10]([C:2]1[O:1][C:5]2[CH:6]=[CH:7][CH:8]=[CH:9][C:4]=2[CH:3]=1)#[CH:11] |f:1.2.3|. Reported procedure: A solution of Example 652 (0.74 g, 3.47 mmol) and potassium carbonate (1.45 g, 10.41 mmol) in methanol (3 mL) was stirred at room temperature for about 2 hours. The solution was poured into water and was extracted with diethyl ether. The combined organic extracts were dried (MgSO4), filtered and concentrated under vacuum to provide Example 653. 1H NMR (300 MHz, CDCl3) δ 3.49 (s, 1H), 7.01 (s, 1H), 7.25 (m, 1H), 7.35 (m, 1H), 7.46 (m, 1H), 7.56 (m, 1H). The reactants are Cc1cc(Br)ccc1-c1cccc(Cl)c1, ClC(Cl)(Cl)Cl, O=C1CCC(=O)N1Br. Yields the product Clc1cccc(-c2ccc(Br)cc2CBr)c1. As a reaction SMILES: [Br:1][c:2]1[cH:3][c:4]([CH3:15])[c:5](-[c:8]2[cH:9][c:10]([Cl:14])[cH:11][cH:12][cH:13]2)[cH:6][cH:7]1.[Cl:24][C:25]([Cl:26])([Cl:27])[Cl:28].[O:16]=[C:17]1[N:18]([Br:23])[C:19](=[O:20])[CH2:21][CH2:22]1>>[Br:1][c:2]1[cH:3][c:4]([CH2:15][Br:23])[c:5](-[c:8]2[cH:9][c:10]([Cl:14])[cH:11][cH:12][cH:13]2)[cH:6][cH:7]1. The reactants are CC(C)(C)NC(=O)n1nc(NCC(=O)NC2CN(C3CCC(O)(c4nccs4)CC3)C2)c2cc(C(F)(F)F)ccc21, O=C(O)C(F)(F)F. The product is NC(=O)n1nc(NCC(=O)NC2CN(C3CCC(O)(c4nccs4)CC3)C2)c2cc(C(F)(F)F)ccc21. Reaction SMILES: [C:1]([CH3:2])([CH3:3])([CH3:4])[NH:5][C:6](=[O:7])[n:8]1[n:9][c:10]([NH:21][CH2:22][C:23]([NH:24][CH:25]2[CH2:26][N:27]([CH:29]3[CH2:30][CH2:31][C:32]([c:35]4[s:36][cH:37][cH:38][n:39]4)([OH:40])[CH2:33][CH2:34]3)[CH2:28]2)=[O:41])[c:11]2[cH:12][c:13]([C:17]([F:18])([F:19])[F:20])[cH:14][cH:15][c:16]12.[F:42][C:43]([F:44])([F:45])[C:46]([OH:47])=[O:48]>>[NH2:5][C:6](=[O:7])[n:8]1[n:9][c:10]([NH:21][CH2:22][C:23]([NH:24][CH:25]2[CH2:26][N:27]([CH:29]3[CH2:30][CH2:31][C:32]([c:35]4[s:36][cH:37][cH:38][n:39]4)([OH:40])[CH2:33][CH2:34]3)[CH2:28]2)=[O:41])[c:11]2[cH:12][c:13]([C:17]([F:18])([F:19])[F:20])[cH:14][cH:15][c:16]12. Starting materials: C(C)(C)(C)OC(CN1N=C(C=2CCCCC12)C(F)(F)F)=O ((3-Trifluoromethyl-4,5,6,7-tetrahydroindazol-1-yl)-acetic acid tert-butyl ester). Solvent: C(Cl)Cl (DCM), C(=O)(C(F)(F)F)O (TFA). Conditions: time 30 minute. Yields the product FC(C1=NN(C=2CCCCC12)CC(=O)O)(F)F ((3-Trifluoromethyl-4,5,6,7-tetrahydroindazol-1-yl)-acetic acid). RXN SMILES: C([O:5][C:6](=[O:21])[CH2:7][N:8]1[C:16]2[CH2:15][CH2:14][CH2:13][CH2:12][C:11]=2[C:10]([C:17]([F:20])([F:19])[F:18])=[N:9]1)(C)(C)C>C(Cl)Cl.C(O)(C(F)(F)F)=O>[F:20][C:17]([F:18])([F:19])[C:10]1[C:11]2[CH2:12][CH2:13][CH2:14][CH2:15][C:16]=2[N:8]([CH2:7][C:6]([OH:21])=[O:5])[N:9]=1. Reported procedure: (3-Trifluoromethyl-4,5,6,7-tetrahydroindazol-1-yl)-acetic acid tert-butyl ester was dissolved in a solution of DCM (30 mL) and TFA (30 mL), and the resulting mixture stirred at RT for 30 min, before concentration in vacuo to afford the title compound (4.50 g). This was used directly in the next step without any further purification. Reactants: CCCCN, CN1CCN(C)C1=O, CC(C)=O, CC(C)n1nc(-c2nc(Br)c(N)nc2-c2ccccc2)ccc1=O, O. The product is CCCCNc1nc(-c2ccc(=O)n(C(C)C)n2)c(-c2ccccc2)nc1N. Reaction SMILES: [CH2:25]([CH2:26][CH2:27][CH3:28])[NH2:29].[CH3:31][N:32]1[CH2:33][CH2:34][N:35]([CH3:36])[C:37]1=[O:38].[CH3:39][C:40](=[O:41])[CH3:42].[NH2:1][c:2]1[n:3][c:4](-[c:19]2[cH:20][cH:21][cH:22][cH:23][cH:24]2)[c:5](-[c:9]2[cH:10][cH:11][c:12](=[O:18])[n:13]([CH:15]([CH3:16])[CH3:17])[n:14]2)[n:6][c:7]1[Br:8].[OH2:30]>>[NH2:1][c:2]1[n:3][c:4](-[c:19]2[cH:20][cH:21][cH:22][cH:23][cH:24]2)[c:5](-[c:9]2[cH:10][cH:11][c:12](=[O:18])[n:13]([CH:15]([CH3:16])[CH3:17])[n:14]2)[n:6][c:7]1[NH:29][CH2:25][CH2:26][CH2:27][CH3:28].